From a dataset of the Open Reaction Database (ORD), a public repository of structured organic reaction records. describe an organic reaction: reactants, conditions, products, and yield Reactants: [Al+3], [Al+3], C1CCOC1, COc1ccc(N2CCN(c3c(C)c(C)c4c(c3C)C(=O)C(C)(C)O4)CC2)cc1, [Cl-], [Cl-], [Cl-], [H-], [H-], [H-], [H-], [Li+], [Na+], [OH-], O. Product: COc1ccc(N2CCN(c3c(C)c(C)c4c(c3C)CC(C)(C)O4)CC2)cc1. Reaction SMILES: [Al+3:2].[Al+3:8].[CH2:43]1[O:44][CH2:45][CH2:46][CH2:47]1.[CH3:11][O:12][c:13]1[cH:14][cH:15][c:16]([N:19]2[CH2:20][CH2:21][N:22]([c:25]3[c:26]([CH3:39])[c:27]([CH3:38])[c:28]4[c:29]([c:36]3[CH3:37])[C:30](=[O:35])[C:31]([CH3:33])([CH3:34])[O:32]4)[CH2:23][CH2:24]2)[cH:17][cH:18]1.[Cl-:10].[Cl-:7].[Cl-:9].[H-:1].[H-:4].[H-:5].[H-:6].[Li+:3].[Na+:41].[OH-:40].[OH2:42]>>[CH3:11][O:12][c:13]1[cH:14][cH:15][c:16]([N:19]2[CH2:20][CH2:21][N:22]([c:25]3[c:26]([CH3:39])[c:27]([CH3:38])[c:28]4[c:29]([c:36]3[CH3:37])[CH2:30][C:31]([CH3:33])([CH3:34])[O:32]4)[CH2:23][CH2:24]2)[cH:17][cH:18]1. Reactants: COC(=O)[C@H]1N(C[C@H](C1)N(C(=O)OCC(Cl)(Cl)Cl)C)C(=O)OC(C)(C)C ((2S,4S)-4-[methyl-(2,2,2-trichloro-ethoxycarbonyl)-amino]-pyrrolidine-1,2-dicarboxylic acid 1-tert-butyl ester 2-methyl ester), [OH-].[Na+] (NaOH). Solvent: CO (MeOH). Run at time 16 hour. The product is C(C)(C)(C)OC(=O)N1[C@@H](C[C@@H](C1)N(C(=O)OCC(Cl)(Cl)Cl)C)C(=O)O ((2S,4S)-4-[Methyl-(2,2,2-trichloro-ethoxycarbonyl)-amino]-pyrrolidine-1,2-dicarboxylic acid 1-tert-butyl ester). Reaction SMILES: C[O:2][C:3]([C@@H:5]1[CH2:9][C@H:8]([N:10]([CH3:19])[C:11]([O:13][CH2:14][C:15]([Cl:18])([Cl:17])[Cl:16])=[O:12])[CH2:7][N:6]1[C:20]([O:22][C:23]([CH3:26])([CH3:25])[CH3:24])=[O:21])=[O:4].[OH-].[Na+]>CO>[C:23]([O:22][C:20]([N:6]1[CH2:7][C@@H:8]([N:10]([CH3:19])[C:11]([O:13][CH2:14][C:15]([Cl:18])([Cl:17])[Cl:16])=[O:12])[CH2:9][C@H:5]1[C:3]([OH:4])=[O:2])=[O:21])([CH3:26])([CH3:24])[CH3:25] |f:1.2|. Procedure details: To a solution of ((2S,4S)-4-[methyl-(2,2,2-trichloro-ethoxycarbonyl)-amino]-pyrrolidine-1,2-dicarboxylic acid 1-tert-butyl ester 2-methyl ester (360 mg, 0.83 mmol) in MeOH (20 mL) was added aq. 1N NaOH (1.66 mL, 1.66 mmol). The reaction was stirred at RT for 16 h then was concentrated. The residue was acidified with aq 2N HCl to pH 3, extracted with EtOAc (2×25 mL). The organic phases were joined, dried over Na2SO4, filtered and concentrated. The crude residue was used without further purificati... Starting materials: acid chloride, NC=1C(N(C=CC1)C1=CC=C(C=C1)F)=O (3-amino-1-(4-fluorophenyl)pyridin-2(1H)-one), FC1=C(C(=O)O)C=C(C(=C1)F)F (2,4,5-trifluorobenzoic acid), C(C(=O)Cl)(=O)Cl (oxalyl chloride). The reagents and catalysts are CN(C)C=O (DMF). The solvent is ClCCl (dichloromethane), TEA, ClCCl (dichloromethane). Reaction conditions: time 2 hour. Product: FC1=C(C(=O)NC=2C(N(C=CC2)C2=CC=C(C=C2)F)=O)C=C(C(=C1)F)F (2,4,5-Trifluoro-N-(1-(4-fluorophenyl)-2-oxo-1,2-dihydropyridin-3-yl)benzamide). Yield: 66.8%. Reaction SMILES: [F:1][C:2]1[CH:10]=[C:9]([F:11])[C:8]([F:12])=[CH:7][C:3]=1[C:4]([OH:6])=O.C(Cl)(=O)C(Cl)=O.[NH2:19][C:20]1[C:21](=[O:33])[N:22]([C:26]2[CH:31]=[CH:30][C:29]([F:32])=[CH:28][CH:27]=2)[CH:23]=[CH:24][CH:25]=1>ClCCl.CN(C=O)C>[F:1][C:2]1[CH:10]=[C:9]([F:11])[C:8]([F:12])=[CH:7][C:3]=1[C:4]([NH:19][C:20]1[C:21](=[O:33])[N:22]([C:26]2[CH:31]=[CH:30][C:29]([F:32])=[CH:28][CH:27]=2)[CH:23]=[CH:24][CH:25]=1)=[O:6]. Reported procedure: To a solution of 2,4,5-trifluorobenzoic acid (Aldrich, 704 mg, 4.0 mmol) in dichloromethane (20 mL), was added oxalyl chloride (Aldrich, 0.70 mL, 8.0 mmol) dropwise, followed by two drops of DMF. The reaction mixture was stirred at room temperature for 2 h, and concentrated in vacuo. Toluene (20 mL) was added and the reaction mixture was evaporated in vacuo to remove the excess oxalyl chloride. The residue was dissolved in dichloromethane (20 mL). Half of this acid chloride solution was added to... Starting materials: OC1=C(C2=C(C(CCO2)=O)C=C1)CCC (2,3-dihydro-7-hydroxy-8-propyl-4H-1-benzopyran-4-one), COC(CCC1=C(C=CC=C1)CCCCCCOS(=O)(=O)C)=O (2-[6-[(Methylsulfonyl)oxy]hexyl]benzenepropanoic Acid Methyl Ester). Run in CCCCCC.C(C)(=O)OCC (hexane ethyl acetate). The product is O=C1CCOC2=C1C=CC(=C2CCC)OCCCCCCC2=C(C=CC=C2)CCC(=O)O (2-[6-[(3,4-dihydro-4-oxo-8-propyl-2H-1-benzopyran-7-yl)oxy]hexyl]benzenepropanoic acid). As a reaction SMILES: [OH:1][C:2]1[CH:12]=[CH:11][C:5]2[C:6](=[O:10])[CH2:7][CH2:8][O:9][C:4]=2[C:3]=1[CH2:13][CH2:14][CH3:15].C[O:17][C:18](=[O:38])[CH2:19][CH2:20][C:21]1[CH:26]=[CH:25][CH:24]=[CH:23][C:22]=1[CH2:27][CH2:28][CH2:29][CH2:30][CH2:31][CH2:32]OS(C)(=O)=O>CCCCCC.C(OCC)(=O)C>[O:10]=[C:6]1[C:5]2[CH:11]=[CH:12][C:2]([O:1][CH2:32][CH2:31][CH2:30][CH2:29][CH2:28][CH2:27][C:22]3[CH:23]=[CH:24][CH:25]=[CH:26][C:21]=3[CH2:20][CH2:19][C:18]([OH:38])=[O:17])=[C:3]([CH2:13][CH2:14][CH3:15])[C:4]=2[O:9][CH2:8][CH2:7]1 |f:2.3|. Procedure: Using the procedure of example 11 and starting with 0.2 g (1 mmol) of 2,3-dihydro-7-hydroxy-8-propyl-4H-1-benzopyran-4-one and 0.32 g (1 mmol) of 2-[6-[(methylsulfonyl)oxy]hexyl]benzenepropanoic acid methyl ester (from example 36), 2-[6-[(3,4-dihydro-4-oxo-8-propyl-2H-1-benzopyran-7-yl)oxy]hexyl]benzenepropanoic acid was obtained in 45.6% overall yield, as a colorless solid, mp 98°-99° C. (recrystallized from hexane-ethyl acetate). The reactants are ClC=1N=C2C(=NC1Cl)C=NC=C2 (2,3-dichloropyrido[3,4-b]pyrazine), C1(CC1)N (cyclopropanamine), CCN(C(C)C)C(C)C (DIPEA). The solvent is O1CCOCC1 (dioxane). Run at time 12 hour. Product: ClC1=C(N=C2C(=N1)C=NC=C2)NC2CC2 (3-chloro-N-cyclopropylpyrido[3,4-b]pyrazin-2-amine). Yield: 80.4%. RXN SMILES: Cl[C:2]1[N:3]=[C:4]2[CH:12]=[CH:11][N:10]=[CH:9][C:5]2=[N:6][C:7]=1[Cl:8].[CH:13]1([NH2:16])[CH2:15][CH2:14]1.CCN(C(C)C)C(C)C>O1CCOCC1>[Cl:8][C:7]1[N:6]=[C:5]2[CH:9]=[N:10][CH:11]=[CH:12][C:4]2=[N:3][C:2]=1[NH:16][CH:13]1[CH2:15][CH2:14]1. Reported procedure: A solution of 2,3-dichloropyrido[3,4-b]pyrazine (3.55 g, 17.75 mmol) in dioxane (71.0 mL) at room temperature was treated with cyclopropanamine (1.63 mL, 23.07 mmol), followed by dropwise addition of DIPEA (6.51 mL, 37.3 mmol). The resulting reaction mixture was stirred at room temperature for 12 h. Purification by flash silica gel chromatography using a gradient of 25% to 100% EtOAc in hexanes gave the title compound (3.15 g, 80%) as an orange solid. ESI-MS m/z [M+H]+ 221.1.